Dataset: the Open Reaction Database (ORD), a public repository of structured organic reaction records. Task: describe an organic reaction: reactants, conditions, products, and yield Starting materials: FC1=C2C(C(=CNC2=CC=C1)C(=O)OCC)=O (ethyl 5-fluoro-4-oxo-1,4-dihydroquinoline-3-carboxylate), C([O-])([O-])=O.[K+].[K+] (potassium carbonate), [I-].[K+] (potassium iodide), BrCC1=CC2=CC=C(C=C2C=C1)F (2-(bromomethyl)-6-fluoronaphthalene), [OH-].[Li+] (lithium hydroxide), Cl (HCl). Solvent: CN(C)C=O (DMF). Conditions: temperature 40 celsius, time 8 hour. Yields the product FC1=C2C(C(=CN(C2=CC=C1)CC1=CC2=CC=C(C=C2C=C1)F)C(=O)O)=O (5-fluoro-1-[(6-fluoro-2-naphthyl)methyl]-4-oxo-1,4-dihydroquinoline-3-carboxylic acid). RXN SMILES: [F:1][C:2]1[CH:11]=[CH:10][CH:9]=[C:8]2[C:3]=1[C:4](=[O:17])[C:5]([C:12]([O:14]CC)=[O:13])=[CH:6][NH:7]2.C(=O)([O-])[O-].[K+].[K+].[I-].[K+].Br[CH2:27][C:28]1[CH:37]=[CH:36][C:35]2[C:30](=[CH:31][CH:32]=[C:33]([F:38])[CH:34]=2)[CH:29]=1.[OH-].[Li+].Cl>CN(C=O)C>[F:1][C:2]1[CH:11]=[CH:10][CH:9]=[C:8]2[C:3]=1[C:4](=[O:17])[C:5]([C:12]([OH:14])=[O:13])=[CH:6][N:7]2[CH2:27][C:28]1[CH:37]=[CH:36][C:35]2[C:30](=[CH:31][CH:32]=[C:33]([F:38])[CH:34]=2)[CH:29]=1 |f:1.2.3,4.5,7.8|. Procedure details: To a mixture of ethyl 5-fluoro-4-oxo-1,4-dihydroquinoline-3-carboxylate (0.050 g, 0.21 mmol), potassium carbonate (0.088 g, 0.64 mmol) and potassium iodide (3 mg, 0.02 mmol) was added the above 2-(bromomethyl)-6-fluoronaphthalene in 1 mL of DMF. The reaction was stirred overnight at 40° C. and 1 mL of a saturated aqueous lithium hydroxide solution was then added to the reaction. After stirring for 30 min, the solution was acidified with 4 N HCl and the product was extracted three times with EtOA... Reactants: ClC=1C(=C(C=CC1)C1=C(C=CC2=CC=CC=C12)O)F (1-(3-chloro-2-fluorophenyl)-2-naphthol), CN1C(CCC1)=O (N-methyl-2-pyrrolidone), C([O-])([O-])=O.[K+].[K+] (potassium carbonate), Cl (hydrochloric acid). Run in C(C)(=O)OCC (ethyl acetate), O (water). Yields the product ClC1=CC=CC2=C1OC1=C2C=2C=CC=CC2C=C1 (8-Chlorobenzo[b]naphtho[1,2-d]furan). The yield is 104.3%. Reaction SMILES: [Cl:1][C:2]1[C:3](F)=[C:4]([C:8]2[C:17]3[C:12](=[CH:13][CH:14]=[CH:15][CH:16]=3)[CH:11]=[CH:10][C:9]=2[OH:18])[CH:5]=[CH:6][CH:7]=1.CN1CCCC1=O.C(=O)([O-])[O-].[K+].[K+].Cl>C(OCC)(=O)C.O>[Cl:1][C:2]1[C:3]2[O:18][C:9]3[CH:10]=[CH:11][C:12]4[CH:13]=[CH:14][CH:15]=[CH:16][C:17]=4[C:8]=3[C:4]=2[CH:5]=[CH:6][CH:7]=1 |f:2.3.4|. Procedure details: In a 300-mL recovery flask were put 3.1 g (11 mmol) of 1-(3-chloro-2-fluorophenyl)-2-naphthol, 70 mL of N-methyl-2-pyrrolidone, and 4.2 g (31 mmol) of potassium carbonate, and this mixture was stirred at 150° C. in air for 7 hours. After stirring, about 50 mL of water and about 50 mL of hydrochloric acid (1.0 mol/L) were added to the resulting mixture. To the resulting solution was added about 100 mL of ethyl acetate; then, the aqueous layer was subjected to extraction with ethyl acetate three t... The reactants are C(C=C)C1C(=O)OC(C1)=O (allylsuccinic anhydride), [Na] (sodium), N1=CC=CC=C1 (pyridine). Solvent: C(C)OCC (diethyl ether). Conditions: time 2 hour. Product: C(C=C)N1C(C(CC1=O)CC=C)=O (N-allyl-allylsuccinimide). The yield is 89.9%. RXN SMILES: [CH2:1]([CH:4]1[CH2:9][C:8](=[O:10])[O:7][C:5]1=O)[CH:2]=[CH2:3].[Na].[N:12]1C=C[CH:15]=[CH:14][CH:13]=1>C(OCC)C>[CH2:13]([N:12]1[C:8](=[O:10])[CH2:9][CH:4]([CH2:1][CH:2]=[CH2:3])[C:5]1=[O:7])[CH:14]=[CH2:15] |^1:10|. Procedure: About 140 g (1 mol) of allylsuccinic anhydride and 250 ml of diethyl ether which has been dried over metallic sodium are placed under nitrogen in a round-bottomed flask equipped with a stirrer, dropping funnel and reflux condenser, and then mixed with 75 g (0.95 mol) of pyridine. About 57 g of allylamine in 100 ml of diethyl ether which has been dried over metallic sodium are then added dropwise to the flask with stirring over a period of 2 hours. When the addition is complete, the mixture is re... The reactants are ClC1=CC(=NC=2N1N=C(C2)C)NC(C2=CC=C(C=C2)C(C)(C)O)=O (N-(7-chloro-2-methylpyrazolo[1,5-a]pyrimidin-5-yl)-4-(2-hydroxypropan-2-yl)benzamide), N1CCCCC1 (piperidine). Reagents/catalysts: CS(=O)C (DMSO). The solvent is CN(C)C=O (DMF), CO (methanol). The product is OC(C)(C)C1=CC=C(C(=O)NC2=NC=3N(C(=C2)N2CCCCC2)N=C(C3)C)C=C1 (4-(2-hydroxypropan-2-yl)-N-(2-methyl-7-(piperidin-1-yl)pyrazolo[1,5-a]pyrimidin-5-yl)benzamide). Yield: 52.5%. Reaction SMILES: Cl[C:2]1[N:7]2[N:8]=[C:9]([CH3:11])[CH:10]=[C:6]2[N:5]=[C:4]([NH:12][C:13](=[O:24])[C:14]2[CH:19]=[CH:18][C:17]([C:20]([OH:23])([CH3:22])[CH3:21])=[CH:16][CH:15]=2)[CH:3]=1.[NH:25]1[CH2:30][CH2:29][CH2:28][CH2:27][CH2:26]1>CN(C=O)C.CS(C)=O.CO>[OH:23][C:20]([C:17]1[CH:18]=[CH:19][C:14]([C:13]([NH:12][C:4]2[CH:3]=[C:2]([N:25]3[CH2:30][CH2:29][CH2:28][CH2:27][CH2:26]3)[N:7]3[N:8]=[C:9]([CH3:11])[CH:10]=[C:6]3[N:5]=2)=[O:24])=[CH:15][CH:16]=1)([CH3:22])[CH3:21]. Reported procedure: A solution of N-(7-chloro-2-methylpyrazolo[1,5-a]pyrimidin-5-yl)-4-(2-hydroxypropan-2-yl)benzamide (2F, 52 mg, 0.151 mmol) and piperidine (52 mg, 0.603 mmol) in DMF (0.5 mL) was stirred at 100° C. for 3 h. After cooling to room temperature, the mixture was diluted with a few drops of DMSO and methanol, and was then purified by preparatory HPLC (35-45% MeCN/H2O+0.01% TFA). Lyophilization of the combined fractions gave the titled compound as a white solid (31.2 mg, 52%). 1H NMR (400 MHz, DMSO-d6) ... Starting materials: C1CCOC1, CCO, CCOC(=O)CCN1CCc2c(ccc(-c3noc(-c4ccc(OC(C)C)c(Cl)c4)n3)c2C)C1, [Na+], [OH-]. Product: Cc1c(-c2noc(-c3ccc(OC(C)C)c(Cl)c3)n2)ccc2c1CCN(CCC(=O)O)C2. RXN SMILES: [CH2:40]1[O:41][CH2:42][CH2:43][CH2:44]1.[CH3:37][CH2:38][OH:39].[Cl:1][c:2]1[cH:3][c:4](-[c:12]2[n:13][c:14](-[c:17]3[c:18]([CH3:34])[c:19]4[c:24]([cH:25][cH:26]3)[CH2:23][N:22]([CH2:27][CH2:28][C:29](=[O:30])[O:31][CH2:32][CH3:33])[CH2:21][CH2:20]4)[n:15][o:16]2)[cH:5][cH:6][c:7]1[O:8][CH:9]([CH3:10])[CH3:11].[Na+:36].[OH-:35]>>[Cl:1][c:2]1[cH:3][c:4](-[c:12]2[n:13][c:14](-[c:17]3[c:18]([CH3:34])[c:19]4[c:24]([cH:25][cH:26]3)[CH2:23][N:22]([CH2:27][CH2:28][C:29](=[O:30])[OH:31])[CH2:21][CH2:20]4)[n:15][o:16]2)[cH:5][cH:6][c:7]1[O:8][CH:9]([CH3:10])[CH3:11].